Dataset: the Open Reaction Database (ORD), a public repository of structured organic reaction records. Task: describe an organic reaction: reactants, conditions, products, and yield Starting materials: O1N=C(C=C1)NC=1C=C2C(=[N+](C1)[O-])CCOC2 (3-(3-Isoxazolyl)amino-7,8-dihydro-5H-pyrano[4,3-b]-pyridine-1-oxide), [N+](=O)(O)[O-] (nitric acid), C(Cl)(Cl)Cl (chloroform). Reaction conditions: temperature 55 celsius, time 3 hour. The product is O1N=C(C=C1)NC=1C(=C2C(=[N+](C1)[O-])CCOC2)[N+](=O)[O-] (3-(3-Isoxazolyl)amino-4-nitro-7,8-dihydro-5H-pyrano-[4,3-b]pyridine-1-oxide). Isolated yield 70.0%. Reaction SMILES: [O:1]1[CH:5]=[CH:4][C:3]([NH:6][C:7]2[CH:8]=[C:9]3[CH2:17][O:16][CH2:15][CH2:14][C:10]3=[N+:11]([O-:13])[CH:12]=2)=[N:2]1.C(Cl)(Cl)Cl.[N+:22]([O-])([OH:24])=[O:23]>>[O:1]1[CH:5]=[CH:4][C:3]([NH:6][C:7]2[C:8]([N+:22]([O-:24])=[O:23])=[C:9]3[CH2:17][O:16][CH2:15][CH2:14][C:10]3=[N+:11]([O-:13])[CH:12]=2)=[N:2]1. Procedure details: A solution of 653 mg of Compound 5 obtained in the above step (1) as crystals in 3.2 ml of fuming nitric acid is stirred at 55° C. for 3 hours. The reaction mixture is chilled, poured onto ice water and shaken with chloroform. The extract is washed with water, aqueous disodium hydrogen phosphate and saturated saline in this order, dried over anhydrous magnesium sulfate and concentrated to remove the solvent. The resultant residue is washed with methanol to give 551 mg of the titled compound 6 as... Starting materials: NC1=NC=C(C=C1C#N)C1=CC=C(C=C1)Cl (2-amino-5-(4-chlorophenyl)-3-pyridinecarbonitrile), [OH-].[K+] (KOH), C(CO)O (ethylene glycol), ice water. Run at time 3 hour. The product is NC1=NC=C(C=C1C(=O)O)C1=CC=C(C=C1)Cl (2-AMINO-5-(4-CHLOROPHENYL)-3-PYRIDINECARBOXYLIC ACID). Reaction SMILES: [NH2:1][C:2]1C(C#N)=[CH:6][C:5]([C:10]2[CH:15]=[CH:14][C:13]([Cl:16])=[CH:12][CH:11]=2)=[CH:4][N:3]=1.[OH-:17].[K+].[CH2:19]([OH:22])[CH2:20]O>>[NH2:1][C:2]1[C:20]([C:19]([OH:22])=[O:17])=[CH:6][C:5]([C:10]2[CH:15]=[CH:14][C:13]([Cl:16])=[CH:12][CH:11]=2)=[CH:4][N:3]=1 |f:1.2|. Procedure details: An alkaline hydrolysis procedure may also be used to synthesize the desired compound. Accordingly, 2-amino-5-(4-chlorophenyl)-3-pyridinecarbonitrile (2.0 grams) and KOH (2.0 grams) in 30 ml ethylene glycol were heated at 150° C. in an oil bath. After 3 hours the reaction was complete and the alkaline solution was poured into ice water and acidified to give the desired solid. The final product was again confirmed by NMR, yield 2.3 grams, m.p. 300°-315° C. dec. Starting materials: [Si](C)(C)(C(C)(C)C)OC1CCC(CC1)N1C=2N(C(=C(C1=O)CC1=CC=C(C=C1)C=1C(=CC=CC1)C#N)CCC)N=NC2 (4′-{[4-(4-{[tert-butyl(dimethyl)silyl]oxy}cyclohexyl)-5-oxo-7-propyl-4,5-dihydro[1,2,3]triazolo[1,5-a]pyrimidin-6-yl]methyl}biphenyl-2-carbonitrile), [F-].C(CCC)[N+](CCCC)(CCCC)CCCC.O1CCCC1 (tetra-n-butylammonium fluoride tetrahydrofuran), [Cl-].[NH4+] (ammonium chloride). Run in O1CCCC1 (tetrahydrofuran). Reaction conditions: time 15 hour. The product is O[C@@H]1CC[C@H](CC1)N1C=2N(C(=C(C1=O)CC1=CC=C(C=C1)C=1C(=CC=CC1)C#N)CCC)N=NC2 (4′-{[4-(trans-4-hydroxycyclohexyl)-5-oxo-7-propyl-4,5-dihydro[1,2,3]triazolo[1,5-a]pyrimidin-6-yl]methyl}biphenyl-2-carbonitrile), compound. The yield is 23.0%. Reaction SMILES: [Si]([O:8][CH:9]1[CH2:14][CH2:13][CH:12]([N:15]2[C:20](=[O:21])[C:19]([CH2:22][C:23]3[CH:28]=[CH:27][C:26]([C:29]4[C:30]([C:35]#[N:36])=[CH:31][CH:32]=[CH:33][CH:34]=4)=[CH:25][CH:24]=3)=[C:18]([CH2:37][CH2:38][CH3:39])[N:17]3[N:40]=[N:41][CH:42]=[C:16]23)[CH2:11][CH2:10]1)(C(C)(C)C)(C)C.[F-].C([N+](CCCC)(CCCC)CCCC)CCC.O1CCCC1.[Cl-].[NH4+]>O1CCCC1>[OH:8][C@H:9]1[CH2:14][CH2:13][C@H:12]([N:15]2[C:20](=[O:21])[C:19]([CH2:22][C:23]3[CH:28]=[CH:27][C:26]([C:29]4[C:30]([C:35]#[N:36])=[CH:31][CH:32]=[CH:33][CH:34]=4)=[CH:25][CH:24]=3)=[C:18]([CH2:37][CH2:38][CH3:39])[N:17]3[N:40]=[N:41][CH:42]=[C:16]23)[CH2:11][CH2:10]1 |f:1.2.3,4.5|. Procedure details: To a solution of 4′-{[4-(4-{[tert-butyl(dimethyl)silyl]oxy}cyclohexyl)-5-oxo-7-propyl-4,5-dihydro[1,2,3]triazolo[1,5-a]pyrimidin-6-yl]methyl}biphenyl-2-carbonitrile (1.58 g) in tetrahydrofuran (10 mL) was added 1 M tetra-n-butylammonium fluoride-tetrahydrofuran solution (10 mL), and the mixture was stirred at room temperature for 15 hr. Saturated aqueous ammonium chloride solution was added to the reaction mixture, and the mixture was extracted with ethyl acetate. The extract was washed with sat... Reactants: [B+3], O=C(O)c1c(F)c(F)cc([N+](=O)[O-])c1F, [Na+], C1CCOC1, [OH-], [OH-], [OH-], [OH-], O. The product is O=[N+]([O-])c1cc(F)c(F)c(CO)c1F. RXN SMILES: [B+3:2].[F:7][c:8]1[c:9]([C:10](=[O:11])[OH:12])[c:13]([F:21])[c:14]([F:20])[cH:15][c:16]1[N+:17](=[O:18])[O-:19].[Na+:3].[O:23]1[CH2:24][CH2:25][CH2:26][CH2:27]1.[OH-:1].[OH-:4].[OH-:5].[OH-:6].[OH2:22]>>[F:7][c:8]1[c:9]([CH2:10][OH:11])[c:13]([F:21])[c:14]([F:20])[cH:15][c:16]1[N+:17](=[O:18])[O-:19]. Starting materials: C[Si](Br)(C)C (trimethylbromosilane), C(C)O (ethanol), C(C)OC(=O)N(OC(=O)OCC)C[C@H](CP(OCC)(OCC)=O)O (Diethyl 3-(N-ethoxycarbonyl-N-ethoxycarbonyloxyamino)-2(R)-hydroxypropylphosphonate), C1C(C)O1 (propyleneoxide). Solvent: O (water), CO (methanol), ClCCl (dichloromethane), O (water). Conditions: time 1.5 hour. The product is O[C@@H](CP(O)(O)=O)CNO (2(R)-hydroxy-3-(N-hydroxyamino)propylphosphonic acid). The yield is 18.1%. RXN SMILES: C(OC([N:6]([CH2:13][C@@H:14]([OH:24])[CH2:15][P:16](=[O:23])([O:20]CC)[O:17]CC)[O:7]C(OCC)=O)=O)C.C[Si](C)(C)Br.C1OC1C.C(O)C>ClCCl.O.CO>[OH:24][C@H:14]([CH2:13][NH:6][OH:7])[CH2:15][P:16](=[O:17])([OH:23])[OH:20]. Procedure: Diethyl 3-(N-ethoxycarbonyl-N-ethoxycarbonyloxyamino)-2(R)-hydroxypropylphosphonate (13.8 g) was dissolved in dichloromethane (25 ml). To the solution was added trimethylbromosilane (25 g) under ice-cooling. The reaction mixture was stirred at the same temperature for 30 minutes and at ambient temperature for 1.5 hours. Subsequently, the resultant mixture was concentrated under reduced pressure to give a residue, which is dissolved in water (50 ml). The aqueous solution was stirred at ambient te... Starting materials: CC1=NC2=C3N=C(C=CC3=CC=C2C=C1)C (2,9-dimethyl-1,10-phenanthroline), CC(C)([O-])C.[Na+] (sodium tert-butoxide), C(C)(C)(C)OC(=O)N1CCC(CC1)S (4-mercapto-piperidine-1-carboxylic acid tert-butyl ester), [Mg] (magnesium), NC1=NC=C(C=C1)I (2-amino-5-iodopyridine). Reagents/catalysts: [Cu]I (copper(I) iodide). Run in C1(=CC=CC=C1)C (toluene). Run at temperature 110 celsius, time 24 hour. Yields the product C(C)(C)(C)OC(=O)N1CCC(CC1)SC=1C=NC(=CC1)N (4-(6-Amino-pyridin-3-ylsulfanyl)-piperidine-1-carboxylic acid tert-butyl ester). Yield: 81.4%. RXN SMILES: CC1C=CC2C(=C3C(=CC=2)C=CC(C)=N3)N=1.CC(C)([O-])C.[Na+].[C:23]([O:27][C:28]([N:30]1[CH2:35][CH2:34][CH:33]([SH:36])[CH2:32][CH2:31]1)=[O:29])([CH3:26])([CH3:25])[CH3:24].[Mg].[NH2:38][C:39]1[CH:44]=[CH:43][C:42](I)=[CH:41][N:40]=1>[Cu]I.C1(C)C=CC=CC=1>[C:23]([O:27][C:28]([N:30]1[CH2:35][CH2:34][CH:33]([S:36][C:42]2[CH:41]=[N:40][C:39]([NH2:38])=[CH:44][CH:43]=2)[CH2:32][CH2:31]1)=[O:29])([CH3:26])([CH3:24])[CH3:25] |f:1.2|. Procedure: Add dry toluene (6.06 mL) to a mixture of 2,9-dimethyl-1,10-phenanthroline (76.52 mg), copper(I) iodide (69.27 mg), sodium tert-butoxide (475.59 mg), 4-mercapto-piperidine-1-carboxylic acid tert-butyl ester (583.5 mg), magnesium (49.10 mg) and 2-amino-5-iodopyridine (550 mg). Bubble nitrogen into the mixture with ultrasound and stir the suspension at 110° C. in a sealed tube for 24 h. Cool and filter through celite. Wash with toluene and remove the solvent under vacuum. Add hexane/EA (1/1) and f...